From a dataset of the Open Reaction Database (ORD), a public repository of structured organic reaction records. describe an organic reaction: reactants, conditions, products, and yield Starting materials: O (water), C(C(F)(F)F)(C(F)(F)F)C(=O)O ((CF3)2CHCO2H), C(C(F)(F)F)(C(F)(F)F)C(=O)O ((CF3)2CHCO2H). Solvent: CC(=O)C (acetone). Run at temperature 100 celsius. Yields the product C(C(F)(F)F)(C(F)(F)F)C(=O)O.O ((CF3)2CHCO2H H2O). As a reaction SMILES: [OH2:1].[CH:2]([C:11]([OH:13])=[O:12])([C:7]([F:10])([F:9])[F:8])[C:3]([F:6])([F:5])[F:4]>CC(C)=O>[CH:2]([C:11]([OH:13])=[O:12])([C:3]([F:5])([F:6])[F:4])[C:7]([F:10])([F:9])[F:8].[OH2:1] |f:3.4|. Reported procedure: A mixture of 25 mL water, 50 mL acetone and 15.1 g (77 mmol) (CF3)2CHCO2H was heated in a stainless steel tube for 16 hours at 100° C. The reaction product was discharged from the reaction vessel and collected in a cold trap (-78° C.). A liquid (9 mL) was collected and based on 19F and 1H NMR was found to contain 20% acetone, 75% CF3CH2CF3 and 5% CF3CH=CF2. The crude product was distilled through a low-temperature column and a mixture (9.4 g) containing 95% CF3CH2CF3 and 5% CF3CH=CF2 was isolate... The reactants are CS(=O)(=O)OC1CC(COCC(=O)O)N(C(=O)OCc2ccccc2)C1, NC(N)=O, O=S(Cl)Cl, O=S(=O)(O)O, c1ccccc1. The product is CS(=O)(=O)OC1CC(COCC(=O)NC(N)=O)N(C(=O)OCc2ccccc2)C1. As a reaction SMILES: [CH2:1]([c:2]1[cH:3][cH:4][cH:5][cH:6][cH:7]1)[O:8][C:9](=[O:10])[N:11]1[CH:12]([CH2:21][O:22][CH2:23][C:24](=[O:25])[OH:26])[CH2:13][CH:14]([O:16][S:17](=[O:18])(=[O:19])[CH3:20])[CH2:15]1.[NH2:31][C:32]([NH2:33])=[O:34].[S:27]([Cl:28])([Cl:29])=[O:30].[S:35](=[O:36])(=[O:37])([OH:38])[OH:39].[cH:40]1[cH:41][cH:42][cH:43][cH:44][cH:45]1>>[CH2:1]([c:2]1[cH:3][cH:4][cH:5][cH:6][cH:7]1)[O:8][C:9](=[O:10])[N:11]1[CH:12]([CH2:21][O:22][CH2:23][C:24](=[O:26])[NH:31][C:32]([NH2:33])=[O:34])[CH2:13][CH:14]([O:16][S:17](=[O:18])(=[O:19])[CH3:20])[CH2:15]1. Starting materials: C(CCC)[SnH](CCCC)CCCC (Tributyltin hydride), C(CCC)[SnH](CCCC)CCCC (Tributyltin hydride), Br[C@H]1[C@@H](CCC[C@@H]1O)N1C(C2=CC=CC=C2C1=O)=O (2-[(1R, 2S, 3S)-2-bromo-3-hydroxycyclohexyl]-1H-isoindole-1,3(2H)-dione). The reagents and catalysts are N(=NC(C#N)(C)C)C(C#N)(C)C (2,2′-azobis(isobutyronitrile)), N(=NC(C#N)(C)C)C(C#N)(C)C (2,2′-azobis(isobutyronitrile)). The solvent is C1(=CC=CC=C1)C (toluene), CO (methanol). Product: O[C@H]1C[C@H](CCC1)N1C(C2=CC=CC=C2C1=O)=O (cis-2-(3-hydroxycyclohexyl)-1H-isoindole-1,3(2H)-dione). The yield is 87.9%. Reaction SMILES: C([SnH](CCCC)CCCC)CCC.Br[C@@H:15]1[C@@H:20]([OH:21])[CH2:19][CH2:18][CH2:17][C@H:16]1[N:22]1[C:30](=[O:31])[C:29]2[C:24](=[CH:25][CH:26]=[CH:27][CH:28]=2)[C:23]1=[O:32]>C1(C)C=CC=CC=1.CO.N(C(C)(C)C#N)=NC(C)(C)C#N>[OH:21][C@@H:20]1[CH2:19][CH2:18][CH2:17][C@H:16]([N:22]2[C:23](=[O:32])[C:24]3[C:29](=[CH:28][CH:27]=[CH:26][CH:25]=3)[C:30]2=[O:31])[CH2:15]1. Reported procedure: Tributyltin hydride (1.99 ml, 7.40 mmol) and 2,2′-azobis(isobutyronitrile) (8 mg) were added to a solution of 2-[(1R, 2S, 3S)-2-bromo-3-hydroxycyclohexyl]-1H-isoindole-1,3(2H)-dione (2.0 g, 6.17 mmol) in a mixture of toluene (40 ml) and methanol (4 ml) at room temperature, and the resulting mixture was refluxed for 3 hours. Tributyltin hydride (1.99 ml, 7.40 mmol) and 2,2′-azobis(isobutyronitrile) (8 mg) were further added thereto, and the resulting mixture was refluxed for 1 hour. The reaction ... Starting materials: C(CC)N1CC(C1)C1=CC=C(C=C1)N (4-(1-propyl-azetidin-3-yl)phenylamine), FC(C(C)C1=CC=C(C=C1)S(=O)(=O)Cl)(F)F (4-(2,2,2-trifluoro-1-methyl-ethyl)-benzenesulfonyl chloride). Solvent: C(Cl)Cl.N1=CC=CC=C1 (CH2Cl2 pyridine). Product: C(CC)N1CC(C1)C1=CC=C(C=C1)NS(=O)(=O)C1=CC=C(C=C1)C(C(F)(F)F)C (N-[4-(1-Propyl-azetidin-3-yl)-phenyl]-4-(2,2,2-trifluoro-1-methyl-ethyl)benzenesulfonamide). Isolated yield 18.0%. Reaction SMILES: [CH2:1]([N:4]1[CH2:7][CH:6]([C:8]2[CH:13]=[CH:12][C:11]([NH2:14])=[CH:10][CH:9]=2)[CH2:5]1)[CH2:2][CH3:3].[F:15][C:16]([F:30])([F:29])[CH:17]([C:19]1[CH:24]=[CH:23][C:22]([S:25](Cl)(=[O:27])=[O:26])=[CH:21][CH:20]=1)[CH3:18]>C(Cl)Cl.N1C=CC=CC=1>[CH2:1]([N:4]1[CH2:5][CH:6]([C:8]2[CH:9]=[CH:10][C:11]([NH:14][S:25]([C:22]3[CH:21]=[CH:20][C:19]([CH:17]([CH3:18])[C:16]([F:15])([F:29])[F:30])=[CH:24][CH:23]=3)(=[O:27])=[O:26])=[CH:12][CH:13]=2)[CH2:7]1)[CH2:2][CH3:3] |f:2.3|. Reported procedure: Following the same procedure as described in example 55, 4-(1-propyl-azetidin-3-yl)phenylamine (100 mg, 0.52 mmol) in CH2Cl2/pyridine 9:1 (15 ml) was treated with 4-(2,2,2-trifluoro-1-methyl-ethyl)-benzenesulfonyl chloride (145 mg, 0.52 mmol). Purification of the crude product by flash column chromatography (CH2Cl2:methanol, 95:5) provided the title compound (40 mg, 18%) as a pale yellow gum. Starting materials: O(C1=CC=CC=C1)C1=CC=C(C=C1)CCNC1CCN(CC1)C(=O)OC(C)(C)C (1,1-dimethylethyl 4-((2-(4-phenoxyphenyl)ethyl)amino)-1-piperidinecarboxylate), C(#N)[BH3-].[Na+] (sodium cyanoborohydride), C=O (formaldehyde). Solvent: CO (methanol), ClC(C)Cl (dichloroethane). Run at time 17 hour. The product is CN(C1CCN(CC1)C(=O)OC(C)(C)C)CCC1=CC=C(C=C1)OC1=CC=CC=C1 (1,1-dimethylethyl 4-(methyl(2-(4-phenoxyphenyl)ethyl)amino)-1-piperidinecarboxylate). RXN SMILES: [O:1]([C:8]1[CH:13]=[CH:12][C:11]([CH2:14][CH2:15][NH:16][CH:17]2[CH2:22][CH2:21][N:20]([C:23]([O:25][C:26]([CH3:29])([CH3:28])[CH3:27])=[O:24])[CH2:19][CH2:18]2)=[CH:10][CH:9]=1)[C:2]1[CH:7]=[CH:6][CH:5]=[CH:4][CH:3]=1.C=O.[C:32]([BH3-])#N.[Na+]>CO.ClC(Cl)C>[CH3:32][N:16]([CH2:15][CH2:14][C:11]1[CH:10]=[CH:9][C:8]([O:1][C:2]2[CH:7]=[CH:6][CH:5]=[CH:4][CH:3]=2)=[CH:13][CH:12]=1)[CH:17]1[CH2:22][CH2:21][N:20]([C:23]([O:25][C:26]([CH3:29])([CH3:28])[CH3:27])=[O:24])[CH2:19][CH2:18]1 |f:2.3|. Procedure: A solution of 1,1-dimethylethyl 4-((2-(4-phenoxyphenyl)ethyl)amino)-1-piperidinecarboxylate (about 9.4 mmol) in a mixture of methanol and dichloroethane (30 mL) was treated with a formaldehyde (37% solution in water). After the addition of sodium cyanoborohydride (710 mg, 11.26 mmol), the reaction was stirred for 17 hours. The reaction was concentrated. Purification on silica gel using a gradient of ethyl acetate in hexane gave 1,1-dimethylethyl 4-(methyl(2-(4-phenoxyphenyl)ethyl)amino)-1-piperi... The reactants are [Cl-].[NH4+] (ammonium chloride), B(OC)(OC)OC (Trimethyl borate), solution, C(CCC)[Li] (n-butyl lithium), CCCCCC (hexane), N1=CC=C(C=C1)NC(OC(C)(C)C)=O (tert-butyl pyridin-4-ylcarbamate), CN(CCN(C)C)C (N,N,N′,N′-tetramethylethylenediamine), N1=CC=C(C=C1)NC(OC(C)(C)C)=O (tert-Butyl pyridin-4-ylcarbamate). Run in C1CCOC1 (THF). Reaction conditions: temperature -78 celsius, time 10 minute. Product: C(C)(C)(C)OC(=O)NC1=C(C=NC=C1)B(O)O (4-[(tert-butoxycarbonyl)amino]pyridin-3-ylboronic acid). Yield: 71.8%. As a reaction SMILES: C([Li])CCC.CCCCCC.[N:12]1[CH:17]=[CH:16][C:15]([NH:18][C:19](=[O:25])[O:20][C:21]([CH3:24])([CH3:23])[CH3:22])=[CH:14][CH:13]=1.CN(C)CCN(C)C.[B:34](OC)([O:37]C)[O:35]C.[Cl-].[NH4+]>C1COCC1>[C:21]([O:20][C:19]([NH:18][C:15]1[CH:14]=[CH:13][N:12]=[CH:17][C:16]=1[B:34]([OH:37])[OH:35])=[O:25])([CH3:22])([CH3:24])[CH3:23] |f:5.6|. Procedure: A 2.5 M solution of n-butyl lithium in hexane (100 mL, 250 mmol) was added over 20 minutes to a stirred solution of tert-butyl pyridin-4-ylcarbamate (19.4 g, 100 mmol) and N,N,N′,N′-tetramethylethylenediamine (31.4 g, 270 mmol) in THF (500 mL) at −78° C. tert-Butyl pyridin-4-ylcarbamate is available from a literature procedure (Spivey, A. C. et al. J. Org. Chem. 1999, 64, 9430-9443). A white solid appeared and the mixture was stirred for 10 minutes at −78° C., then was allowed to warm slowly to ... The reactants are [BH3-]C#N, CCc1c(C=O)cccc1-c1cnc(-c2ccc(OC(C)C)c(C#N)c2)s1, CCO, [Na+], O=C(O)C1CCCN1. Product: CCc1c(CN2CCCC2C(=O)O)cccc1-c1cnc(-c2ccc(OC(C)C)c(C#N)c2)s1. As a reaction SMILES: [C:36]([BH3-:37])#[N:38].[CH2:1]([CH3:2])[c:3]1[c:4](-[c:11]2[cH:12][n:13][c:14](-[c:16]3[cH:17][cH:18][c:19]([O:24][CH:25]([CH3:26])[CH3:27])[c:20]([C:21]#[N:22])[cH:23]3)[s:15]2)[cH:5][cH:6][cH:7][c:8]1[CH:9]=[O:10].[CH3:40][CH2:41][OH:42].[Na+:39].[OH:28][C:29](=[O:30])[CH:31]1[CH2:32][CH2:33][CH2:34][NH:35]1>>[CH2:1]([CH3:2])[c:3]1[c:4](-[c:11]2[cH:12][n:13][c:14](-[c:16]3[cH:17][cH:18][c:19]([O:24][CH:25]([CH3:26])[CH3:27])[c:20]([C:21]#[N:22])[cH:23]3)[s:15]2)[cH:5][cH:6][cH:7][c:8]1[CH2:9][N:35]1[CH:31]([C:29]([OH:28])=[O:30])[CH2:32][CH2:33][CH2:34]1. Reported procedure: Under nitrogen atmosphere, to a suspension of aluminum lithium hydride (1.6 g) in THF (100 ml) was added dropwise a solution of ethyl 2-methylimidazo[1,2-a]pyridine-3-carboxylate (8.56 g) in THF (100 ml) at 0° C. under nitrogen atmosphere. The mixture was stirred for 1 hour at 0° C., water (1.6 ml), 15% aqueous solution of sodium hydroxide (1.6 ml) and water (4.8 ml) were sequentially and slowly added dropwise to the solution, and the mixture was stirred for 2 hours at room temperature. To the r... Reaction SMILES: [CH3:1][C:2]1[N:3]=[C:4]2[CH:9]=[CH:8][CH:7]=[CH:6][N:5]2[C:10]=1[CH2:11]O.[NH2:13][C:14]1[CH:19]=[CH:18][C:17]([SH:20])=[CH:16][CH:15]=1.[OH-].[Na+]>Cl>[NH2:13][C:14]1[CH:19]=[CH:18][C:17]([S:20][CH2:11][C:10]2[N:5]3[CH:6]=[CH:7][CH:8]=[CH:9][C:4]3=[N:3][C:2]=2[CH3:1])=[CH:16][CH:15]=1 |f:2.3|. Conditions: time 18 hour. Isolated yield 22.2%. Yields the product NC1=CC=C(C=C1)SCC1=C(N=C2N1C=CC=C2)C (3-(4-aminophenylthiomethyl)-2-methylimidazo[1,2-a]pyridine). The solvent is Cl (hydrochloric acid). The reactants are CC=1N=C2N(C=CC=C2)C1CO (2-methylimidazo[1,2-a]pyridine-3-methanol), NC1=CC=C(C=C1)S (4-aminothiophenol), aqueous solution, [OH-].[Na+] (sodium hydroxide).